This data is from the Open Reaction Database (ORD), a public repository of structured organic reaction records. The task is: describe an organic reaction: reactants, conditions, products, and yield Reactants: O=C(O)c1ccc(Cl)c(Br)c1, O=C(Cl)C(=O)Cl, ClCCl, CN(C)C=O. The product is O=C(Cl)c1ccc(Cl)c(Br)c1. As a reaction SMILES: [Br:1][c:2]1[cH:3][c:4]([C:5](=[O:6])[OH:7])[cH:8][cH:9][c:10]1[Cl:11].[Cl:17][C:18]([C:19]([Cl:20])=[O:21])=[O:22].[Cl:23][CH2:24][Cl:25].[O:12]=[CH:13][N:14]([CH3:15])[CH3:16]>>[Br:1][c:2]1[cH:3][c:4]([C:5](=[O:6])[Cl:17])[cH:8][cH:9][c:10]1[Cl:11]. The reactants are C[C@@]12C(CC[C@H]1[C@@H]1CCC3=CC(CC[C@]3(C)[C@H]1CC2)=O)=O (4-Androsten-3,17-dione), C(#N)C1([C@]2(C)[C@@H](CC1)[C@@H]1CCC3=CC(CC[C@]3(C)[C@H]1CC2)=O)OC(C)=O (17-cyano-17-acetoxyandrost-4-ene-3-one). The solvent is CC(C#N)(O)C (acetone cyanohydrin). The product is C(#N)[C@@]1([C@]2(C)[C@@H](CC1)[C@@H]1CCC3=CC(CC[C@]3(C)[C@H]1CC2)=O)OC(C)=O (17β-Cyano-17α-acetoxyandrost-4-ene-3-one). RXN SMILES: C[C@]12CC[C@H]3[C@@H](CCC4[C@]3(C)CCC(=O)C=4)[C@@H]1CCC2=O.[C:22]([C:24]1([O:44][C:45](=[O:47])[CH3:46])[CH2:29][CH2:28][C@H:27]2[C@H:30]3[C@H:40]([CH2:41][CH2:42][C@:25]12[CH3:26])[C@:38]1([CH3:39])[C:33](=[CH:34][C:35](=[O:43])[CH2:36][CH2:37]1)[CH2:32][CH2:31]3)#[N:23]>CC(C)(O)C#N>[C:22]([C@@:24]1([O:44][C:45](=[O:47])[CH3:46])[CH2:29][CH2:28][C@H:27]2[C@H:30]3[C@H:40]([CH2:41][CH2:42][C@:25]12[CH3:26])[C@:38]1([CH3:39])[C:33](=[CH:34][C:35](=[O:43])[CH2:36][CH2:37]1)[CH2:32][CH2:31]3)#[N:23]. Procedure details: 4-Androsten-3,17-dione (20 g) is dissolved by gentle warming in acetone cyanohydrin (30 ml). The crystals which form after several minutes are filtered, washed with pentane, and then dissolved in a mixture of pyridine (50 ml) and acetic anhydride (50 ml). After 48 hours the volatiles are removed under reduced pressure. The residue is then dissolved in ether and washed successively with 5% hydrochloric acid and aqueous sodium bicarbonate. The organic solution is dried and concentrated to afford a... The reactants are C1(CC1)C=1C=CC(=NC1OCC1CC1)C(=O)O (5-cyclopropyl-6-cyclopropylmethoxy-pyridine-2-carboxylic acid), N[C@H](C(=O)N)CC(C)C ((2S)-2-amino-4-methyl-pentanamide). Product: C(N)(=O)[C@H](CC(C)C)NC(=O)C1=NC(=C(C=C1)C1CC1)OCC1CC1 (5-Cyclopropyl-6-cyclopropylmethoxy-pyridine-2-carboxylic acid ((S)-1-carbamoyl-3-methyl-butyl)-amide). RXN SMILES: [CH:1]1([C:4]2[CH:5]=[CH:6][C:7]([C:15]([OH:17])=O)=[N:8][C:9]=2[O:10][CH2:11][CH:12]2[CH2:14][CH2:13]2)[CH2:3][CH2:2]1.[NH2:18][C@@H:19]([CH2:23][CH:24]([CH3:26])[CH3:25])[C:20]([NH2:22])=[O:21]>>[C:20]([C@@H:19]([NH:18][C:15]([C:7]1[CH:6]=[CH:5][C:4]([CH:1]2[CH2:2][CH2:3]2)=[C:9]([O:10][CH2:11][CH:12]2[CH2:13][CH2:14]2)[N:8]=1)=[O:17])[CH2:23][CH:24]([CH3:26])[CH3:25])(=[O:21])[NH2:22]. Procedure details: The title compound was synthesized in analogy to Example 1, using 5-cyclopropyl-6-cyclopropylmethoxy-pyridine-2-carboxylic acid (Example 42 a) and (2S)-2-amino-4-methyl-pentanamide (CAN 687-51-4) as starting materials, MS (LC/MS): m/e=346.2 [M+H]+. Reactants: COC(CNC(CC1=CC(=C(C=C1)OC)OC)=O)OC (N-(2,2-dimethoxyethyl)-3,4-dimethoxy-phenylacetamide), C(C)(=O)O (acetic acid). Product: COC1=CC2=C(CC(NC=C2)=O)C=C1OC (7,8-Dimethoxy-1,3-dihydro-2H-3-benzazepin-2-one). Conditions: time 17 hour. Reported procedure: A solution of N-(2,2-dimethoxyethyl)-3,4-dimethoxy-phenylacetamide (600.6 g) in concentrated hydrochloric acid (3 liters) is mixed with glacial acetic acid (3 liters). After being left to stand for 17 hours at ambient temperature and mixture is poured onto ice. The crystals obtained are suction filtered, washed with water until neutral and dried. Reaction SMILES: CO[CH:3](OC)[CH2:4][NH:5][C:6](=[O:18])[CH2:7][C:8]1[CH:13]=[CH:12][C:11]([O:14][CH3:15])=[C:10]([O:16][CH3:17])[CH:9]=1.C(O)(=O)C>Cl>[CH3:15][O:14][C:11]1[C:10]([O:16][CH3:17])=[CH:9][C:8]2[CH2:7][C:6](=[O:18])[NH:5][CH:4]=[CH:3][C:13]=2[CH:12]=1. The solvent is Cl (hydrochloric acid). The reactants are O1CCCC1 (tetrahydrofuran), O.[OH-].[Li+] (lithium hydroxide monohydrate), Cl (hydrochloric acid), C(C)(C)(C)C=1C=C(C(=O)OC)C=C(C1OC)C#N (Methyl 3-t-butyl-5-cyano-4-methoxybenzoate). Run in O (water), CO (methanol). Run at time 2 hour. The product is C(C)(C)(C)C=1C=C(C(=O)O)C=C(C1OC)C#N (3-t-butyl-5-cyano-4-methoxybenzoic acid). The yield is 84.5%. As a reaction SMILES: [C:1]([C:5]1[CH:6]=[C:7]([CH:12]=[C:13]([C:17]#[N:18])[C:14]=1[O:15][CH3:16])[C:8]([O:10]C)=[O:9])([CH3:4])([CH3:3])[CH3:2].O1CCCC1.O.[OH-].[Li+].Cl>CO.O>[C:1]([C:5]1[CH:6]=[C:7]([CH:12]=[C:13]([C:17]#[N:18])[C:14]=1[O:15][CH3:16])[C:8]([OH:10])=[O:9])([CH3:4])([CH3:2])[CH3:3] |f:2.3.4|. Procedure details: Methyl 3-t-butyl-5-cyano-4-methoxybenzoate (1.48 g) was dissolved in methanol (20 ml), tetrahydrofuran (5 mL) and water (5 mL), and lithium hydroxide monohydrate (753 mg) was added to the solution, and then the mixture was stirred at room temperature for 2 hours. To the reaction solution, 10% hydrochloric acid was added, and then the mixture was extracted with ethyl acetate. The organic layer was washed with saturated brine, and then dried over anhydrous sodium sulfate. The solvent was distilled... Reactants: ClC=1C=C(C=CC1)[C@@](CCCCOC)(O)[C@H]1CNCCC1 ((S)-1-(3-chlorophenyl)-5-methoxy-1-((R)-piperidin-3-yl)pentan-1-ol), [N+](=O)([O-])C1=CC=C(OC(=O)NC[C@H](CC2CCCCC2)NC(OC(C)(C)C)=O)C=C1 ((S)-tert-butyl 1-(p-nitrophenoxycarbonylamino)-3-cyclohexylpropan-2-ylcarbamate), CCN(C(C)C)C(C)C (DIEA). Solvent: CC#N (MeCN), C(Cl)Cl (CH2Cl2), CCOCC (ether). Conditions: time 20 hour. Yields the product ClC=1C=C(C=CC1)[C@@](CCCCOC)(O)[C@H]1CN(CCC1)C(=O)NC[C@H](CC1CCCCC1)NC(OC(C)(C)C)=O (tert-butyl (S)-1-((R)-3-((S)-1-(3-chlorophenyl)-1-hydroxy-5-methoxypentyl)piperidine-1-carboxamido)-3-cyclohexylpropan-2-ylcarbamate). The yield is 48.8%. As a reaction SMILES: [Cl:1][C:2]1[CH:3]=[C:4]([C@:8]([C@@H:16]2[CH2:21][CH2:20][CH2:19][NH:18][CH2:17]2)([OH:15])[CH2:9][CH2:10][CH2:11][CH2:12][O:13][CH3:14])[CH:5]=[CH:6][CH:7]=1.[N+](C1C=CC([O:29][C:30]([NH:32][CH2:33][C@@H:34]([NH:42][C:43](=[O:49])[O:44][C:45]([CH3:48])([CH3:47])[CH3:46])[CH2:35][CH:36]2[CH2:41][CH2:40][CH2:39][CH2:38][CH2:37]2)=O)=CC=1)([O-])=O.CCN(C(C)C)C(C)C>CC#N.C(Cl)Cl.CCOCC>[Cl:1][C:2]1[CH:3]=[C:4]([C@:8]([C@@H:16]2[CH2:21][CH2:20][CH2:19][N:18]([C:30]([NH:32][CH2:33][C@@H:34]([NH:42][C:43](=[O:49])[O:44][C:45]([CH3:47])([CH3:46])[CH3:48])[CH2:35][CH:36]3[CH2:37][CH2:38][CH2:39][CH2:40][CH2:41]3)=[O:29])[CH2:17]2)([OH:15])[CH2:9][CH2:10][CH2:11][CH2:12][O:13][CH3:14])[CH:5]=[CH:6][CH:7]=1. Procedure: To a stirred solution of (S)-1-(3-chlorophenyl)-5-methoxy-1-((R)-piperidin-3-yl)pentan-1-ol (31 mg, 0.10 mmol) and (S)-tert-butyl 1-(p-nitrophenoxycarbonylamino)-3-cyclohexylpropan-2-ylcarbamate (40 mg, 0.10 mmol) in MeCN (1 mL) and CH2Cl2 (1 mL) was added DIEA (50 μL, 0.28 mmol). The mixture was stirred at rt for 20 h, diluted with ether (90 mL), washed with 5% aq HCl (20 mL) and 1 M aq NaOH (20 mL) and dried over MgSO4. Removal of the solvent left an oil (82 mg) which was applied to a 2-g sili...